From a dataset of the Open Reaction Database (ORD), a public repository of structured organic reaction records. describe an organic reaction: reactants, conditions, products, and yield Starting materials: COC=1C=C(CC2N(CCCC3=C2C=C(C(=C3)OC)OC)C(C(=O)O)C3=CC=CC=C3)C=CC1OC ([1-(3,4-dimethoxy-benzyl)-7,8-dimethoxy-1,3,4,5-tetrahydro-benzo[c]azepin-2-yl]-phenyl-acetic acid), Cl.Cl.N1=C(C=CC2=CC=CC=C12)CN (C-quinolin-2-yl-methylamine dihydrochloride). The product is COC=1C=C(CC2N(CCCC3=C2C=C(C(=C3)OC)OC)C(C(=O)NCC3=NC2=CC=CC=C2C=C3)C3=CC=CC=C3)C=CC1OC (2-[1-(3,4-Dimethoxy-benzyl)-7,8-dimethoxy-1,3,4,5-tetrahydro-benzo[c]azepin-2-yl]-2-phenyl-N-quinolin-2-ylmethyl-acetamide). Reaction SMILES: [CH3:1][O:2][C:3]1[CH:4]=[C:5]([CH:32]=[CH:33][C:34]=1[O:35][CH3:36])[CH2:6][CH:7]1[C:13]2[CH:14]=[C:15]([O:20][CH3:21])[C:16]([O:18][CH3:19])=[CH:17][C:12]=2[CH2:11][CH2:10][CH2:9][N:8]1[CH:22]([C:26]1[CH:31]=[CH:30][CH:29]=[CH:28][CH:27]=1)[C:23]([OH:25])=O.Cl.Cl.[N:39]1[C:48]2[C:43](=[CH:44][CH:45]=[CH:46][CH:47]=2)[CH:42]=[CH:41][C:40]=1[CH2:49][NH2:50]>>[CH3:1][O:2][C:3]1[CH:4]=[C:5]([CH:32]=[CH:33][C:34]=1[O:35][CH3:36])[CH2:6][CH:7]1[C:13]2[CH:14]=[C:15]([O:20][CH3:21])[C:16]([O:18][CH3:19])=[CH:17][C:12]=2[CH2:11][CH2:10][CH2:9][N:8]1[CH:22]([C:26]1[CH:27]=[CH:28][CH:29]=[CH:30][CH:31]=1)[C:23]([NH:50][CH2:49][C:40]1[CH:41]=[CH:42][C:43]2[C:48](=[CH:47][CH:46]=[CH:45][CH:44]=2)[N:39]=1)=[O:25] |f:1.2.3|. Procedure details: prepared by reaction of [1-(3,4-dimethoxy-benzyl)-7,8-dimethoxy-1,3,4,5-tetrahydro-benzo[c]azepin-2-yl]-phenyl-acetic acid with C-quinolin-2-yl-methylamine dihydrochloride. Starting materials: N#C[Na], CC(=O)NCC1CN(c2ccc(N3CCC(=O)CC3)c(F)c2)C(=O)O1, Nc1ccccc1S. The product is CC(=O)NCC1CN(c2ccc(N3CCC(C#N)(Nc4ccccc4S)CC3)c(F)c2)C(=O)O1. Reaction SMILES: [Na:26][C:27]#[N:28].[O:1]=[C:2]1[CH2:3][CH2:4][N:5]([c:8]2[c:9]([F:25])[cH:10][c:11]([N:14]3[C:15](=[O:24])[O:16][CH:17]([CH2:19][NH:20][C:21]([CH3:22])=[O:23])[CH2:18]3)[cH:12][cH:13]2)[CH2:6][CH2:7]1.[SH:29][c:30]1[c:31]([NH2:32])[cH:33][cH:34][cH:35][cH:36]1>>[C:2]1([C:27]#[N:28])([NH:32][c:31]2[c:30]([SH:29])[cH:36][cH:35][cH:34][cH:33]2)[CH2:3][CH2:4][N:5]([c:8]2[c:9]([F:25])[cH:10][c:11]([N:14]3[C:15](=[O:24])[O:16][CH:17]([CH2:19][NH:20][C:21]([CH3:22])=[O:23])[CH2:18]3)[cH:12][cH:13]2)[CH2:6][CH2:7]1. The reactants are C(C)(C)(C)OC(=O)N1[C@@H](CC1)COC=1C=C(C=NC1)CCC=1C=C(C=CC1)CN=[N+]=[N-] (3-[2-[5-[[1-(tert-Butoxycarbonyl)-2(S)-azetidinyl]methoxy]-3-pyridyl]ethyl]phenylmethyl azide). The reagents and catalysts are O=[Pt]=O (PtO2). The solvent is C(C)O (ethanol). Product: C(C)(C)(C)OC(=O)N1[C@@H](CC1)COC=1C=C(C=NC1)CCC=1C=C(C=CC1)CN (3-[2-[5-[[1-(tert-Butoxycarbonyl)-2(S)-azetidinyl]methoxy]-3-pyridyl]ethyl]phenylmethylamine). As a reaction SMILES: [C:1]([O:5][C:6]([N:8]1[CH2:11][CH2:10][C@H:9]1[CH2:12][O:13][C:14]1[CH:15]=[C:16]([CH2:20][CH2:21][C:22]2[CH:23]=[C:24]([CH2:28][N:29]=[N+]=[N-])[CH:25]=[CH:26][CH:27]=2)[CH:17]=[N:18][CH:19]=1)=[O:7])([CH3:4])([CH3:3])[CH3:2]>C(O)C.O=[Pt]=O>[C:1]([O:5][C:6]([N:8]1[CH2:11][CH2:10][C@H:9]1[CH2:12][O:13][C:14]1[CH:15]=[C:16]([CH2:20][CH2:21][C:22]2[CH:23]=[C:24]([CH2:28][NH2:29])[CH:25]=[CH:26][CH:27]=2)[CH:17]=[N:18][CH:19]=1)=[O:7])([CH3:4])([CH3:2])[CH3:3]. Procedure details: 3-[2-[5-[[1-(tert-Butoxycarbonyl)-2(S)-azetidinyl]methoxy]-3-pyridyl]ethyl]phenylmethyl azide is dissolved in ethanol, and a catalytic amount of PtO2 is added. The reaction flask is attached to a H2 balloon by way of a three-way stopcock, and the atmosphere is exchanged. The mixture is stirred at room temperature. The reaction is followed by TLC and terminated by replacing the atmosphere with N2 when the starting material has disappeared. The catalyst is removed by centrifugation or filtration o... The reactants are CC(=O)ON=C1CCCN(C(=O)c2ccc(NC(=O)c3ccccc3Cl)cc2)c2ccccc21, CC(=O)O, O=[Pt]. Yields the product NC1CCCN(C(=O)c2ccc(NC(=O)c3ccccc3Cl)cc2)c2ccccc21. Reaction SMILES: [C:1]([O:2][N:5]=[C:6]1[CH2:7][CH2:8][CH2:9][N:10]([C:17]([c:18]2[cH:19][cH:20][c:21]([NH:24][C:25]([c:26]3[c:27]([Cl:32])[cH:28][cH:29][cH:30][cH:31]3)=[O:33])[cH:22][cH:23]2)=[O:34])[c:11]2[c:12]1[cH:13][cH:14][cH:15][cH:16]2)(=[O:3])[CH3:4].[CH3:35][C:36](=[O:37])[OH:38].[Pt:39]=[O:40]>>[NH2:5][CH:6]1[CH2:7][CH2:8][CH2:9][N:10]([C:17]([c:18]2[cH:19][cH:20][c:21]([NH:24][C:25]([c:26]3[c:27]([Cl:32])[cH:28][cH:29][cH:30][cH:31]3)=[O:33])[cH:22][cH:23]2)=[O:34])[c:11]2[c:12]1[cH:13][cH:14][cH:15][cH:16]2. The reactants are O=C([O-])[O-], CCCCCCCC(=O)OC(C)Cl, CN1C(C(=O)Nc2ccccn2)=C(O)c2ccccc2S1(=O)=O, CCCCCC, CC(C)=O, [I-], [K+], [K+], [Na+], Cc1ccccc1. Yields the product CCCCCCCC(=O)OC(C)OC1=C(C(=O)Nc2ccccn2)N(C)S(=O)(=O)c2ccccc21. As a reaction SMILES: [C:24](=[O:25])([O-:26])[O-:27].[C:30]([CH2:31][CH2:32][CH2:33][CH2:34][CH2:35][CH2:36][CH3:37])(=[O:38])[O:39][CH:40]([CH3:41])[Cl:42].[CH3:1][N:2]1[C:3]([C:4](=[O:5])[NH:6][c:7]2[cH:8][cH:9][cH:10][cH:11][n:12]2)=[C:13]([OH:14])[c:15]2[cH:16][cH:17][cH:18][cH:19][c:20]2[S:21]1(=[O:22])=[O:23].[CH3:45][CH2:46][CH2:47][CH2:48][CH2:49][CH3:50].[CH3:58][C:59](=[O:60])[CH3:61].[I-:44].[K+:28].[K+:29].[Na+:43].[c:51]1([CH3:52])[cH:53][cH:54][cH:55][cH:56][cH:57]1>>[CH3:1][N:2]1[C:3]([C:4](=[O:5])[NH:6][c:7]2[cH:8][cH:9][cH:10][cH:11][n:12]2)=[C:13]([O:14][CH:40]([O:39][C:30]([CH2:31][CH2:32][CH2:33][CH2:34][CH2:35][CH2:36][CH3:37])=[O:38])[CH3:41])[c:15]2[cH:16][cH:17][cH:18][cH:19][c:20]2[S:21]1(=[O:22])=[O:23]. The reactants are C(CCCCC)N1C(=O)N(C)C=2N=CN(C)C2C1=O (Hexyltheobromine), [OH-].[Na+] (sodium hydroxide). Run in C(Cl)(Cl)Cl.C(C)O (chloroform ethanol). The product is C(CCCCC)NC(=O)C1=C(N=CN1C)NC (5-hexylaminocarbonyl-1-methyl-4-methylaminoimidazole). Yield: 38.4%. Reaction SMILES: [CH2:1]([N:7]1[C:18](=[O:19])[C:17]2[N:15]([CH3:16])[CH:14]=[N:13][C:12]=2[N:10](C)[C:8]1=O)[CH2:2][CH2:3][CH2:4][CH2:5][CH3:6].[OH-].[Na+]>C(Cl)(Cl)Cl.C(O)C>[CH2:1]([NH:7][C:18]([C:17]1[N:15]([CH3:16])[CH:14]=[N:13][C:12]=1[NH:10][CH3:8])=[O:19])[CH2:2][CH2:3][CH2:4][CH2:5][CH3:6] |f:1.2,3.4|. Procedure: Hexyltheobromine (7.5 g) was added to 60 ml of 3N sodium hydroxide, and the mixture was refluxed at elevated temperatures for 6 hours. After the reaction mixture was cooled to ambient temperature, it was extracted with chloroform and the extract was dried and concentrated under reduced pressure to give the residue which in turn was subjected to silica gel column chromatography using a chloroform/ethanol (25:2(v/v)) eluent, thereby yielding 2.6 g (38%) of 5-hexylaminocarbonyl-1-methyl-4-methylami... Starting materials: COc1ccc(F)c2c(O)cc(C)nc12, O=P(Cl)(Cl)Cl. Yields the product COc1ccc(F)c2c(Cl)cc(C)nc12. As a reaction SMILES: [F:6][c:7]1[c:8]2[c:9]([OH:20])[cH:10][c:11]([CH3:19])[n:12][c:13]2[c:14]([O:17][CH3:18])[cH:15][cH:16]1.[P:1]([Cl:2])([Cl:3])([Cl:4])=[O:5]>>[Cl:3][c:9]1[c:8]2[c:7]([F:6])[cH:16][cH:15][c:14]([O:17][CH3:18])[c:13]2[n:12][c:11]([CH3:19])[cH:10]1. Starting materials: C1(C=2C(C(N1)=O)=CC=CC2)=O (phthalimide), C1(=CC=CC=C1)P(C1=CC=CC=C1)C1=CC=CC=C1 (triphenylphosphine), diisopropylazodi-carboxylate, OC[C@@H]1CCC(N1)=O ((S)-5-(hydroxymethyl)pyrrolidin-2-one). Run in C1CCOC1 (THF), hexanes, C(Cl)Cl (DCM). Run at temperature -30 celsius, time 16 hour. Yields the product O=C1CC[C@H](N1)CN1C(C2=CC=CC=C2C1=O)=O ((S)-2-((5-oxopyrrolidin-2-yl)methyl)isoindoline-1,3-dione). Reaction SMILES: O[CH2:2][C@H:3]1[NH:7][C:6](=[O:8])[CH2:5][CH2:4]1.[C:9]1(=[O:19])[NH:13][C:12](=[O:14])[C:11]2=[CH:15][CH:16]=[CH:17][CH:18]=[C:10]12.C1(P(C2C=CC=CC=2)C2C=CC=CC=2)C=CC=CC=1>C1COCC1.C(Cl)Cl>[O:8]=[C:6]1[NH:7][C@H:3]([CH2:2][N:13]2[C:9](=[O:19])[C:10]3[C:11](=[CH:15][CH:16]=[CH:17][CH:18]=3)[C:12]2=[O:14])[CH2:4][CH2:5]1. Procedure: To (S)-5-(hydroxymethyl)pyrrolidin-2-one (2.00 g, 17.39 mmol) dissolve in 25 mL THF was added phthalimide (2.81 g, 19.13 mmol), triphenylphosphine (5.01 g, 19.13 mmol) and diisopropylazodi-carboxylate (3.33 g, 19.13 mmol). This mixture was stirred for about 16 hr, and then diluted with 200 mL of hexanes and 2 mL of DCM, and then cool at −30° C. The product precipitated and was filtered and dried (4.11 g, 96%, white solid).